The task is: describe an organic reaction: reactants, conditions, products, and yield. This data is from the Open Reaction Database (ORD), a public repository of structured organic reaction records. Reactants: Cl (HCl), BrC1=C(C=C2CCN(C(C2=C1)C(=O)OCC)C(C(=O)N(CCOCC#CC1=CN=CS1)C(C)(C)C)=O)OC (ethyl 7-bromo-2-(2-(tert-butyl(2-(3-(thiazol-5-yl)prop-2-ynyloxy)ethyl)amino)-2-oxoacetyl)-6-methoxy-1,2,3,4-tetrahydroisoquinoline-1-carboxylate), [OH-].[K+] (KOH). The solvent is O (water), O1CCOCC1 (dioxane), O (water). Run at temperature 50 celsius. Yields the product BrC1=C(C=C2CCN(C(C2=C1)C(=O)O)C(C(=O)N(CCOCC#CC1=CN=CS1)C(C)(C)C)=O)OC (7-bromo-2-(2-(tert-butyl(2-(3-(thiazol-5-yl)prop-2-ynyloxy)ethyl)amino)-2-oxoacetyl)-6-methoxy-1,2,3,4-tetrahydroisoquinoline-1-carboxylic acid). Yield: 100.7%. RXN SMILES: [Br:1][C:2]1[CH:11]=[C:10]2[C:5]([CH2:6][CH2:7][N:8]([C:17](=[O:36])[C:18]([N:20]([C:32]([CH3:35])([CH3:34])[CH3:33])[CH2:21][CH2:22][O:23][CH2:24][C:25]#[C:26][C:27]3[S:31][CH:30]=[N:29][CH:28]=3)=[O:19])[CH:9]2[C:12]([O:14]CC)=[O:13])=[CH:4][C:3]=1[O:37][CH3:38].[OH-].[K+].Cl>O1CCOCC1.O>[Br:1][C:2]1[CH:11]=[C:10]2[C:5]([CH2:6][CH2:7][N:8]([C:17](=[O:36])[C:18]([N:20]([C:32]([CH3:33])([CH3:35])[CH3:34])[CH2:21][CH2:22][O:23][CH2:24][C:25]#[C:26][C:27]3[S:31][CH:30]=[N:29][CH:28]=3)=[O:19])[CH:9]2[C:12]([OH:14])=[O:13])=[CH:4][C:3]=1[O:37][CH3:38] |f:1.2|. Reported procedure: A solution of 500 mg of 11g in 6 ml of dioxane was mixed with a solution of 300 mg of KOH in 3 ml of water and heated to 50° C. for 2 h. The reaction mixture was cooled and diluted with water and then acidified to pH3 by addition of 0.5N HCl. The product was extracted with ethyl acetate and the organic extract was washed once with water, dried and concentrated, to provide 480 mg of 11h as colorless amorphous material;